From a dataset of the Open Reaction Database (ORD), a public repository of structured organic reaction records. describe an organic reaction: reactants, conditions, products, and yield Starting materials: NCCNC1=C2N=CN(C2=NC(=N1)Cl)C1CCCC1 (N-(2-aminoethyl)-2-chloro-9-cyclopentyl-9H-purin-6-amine), [BH3-]C#N.[Na+] (NaBH3CN), CO (methanol), C(=O)C1=CC=C(C(=O)OC)C=C1 (methyl 4-formylbenzoate). Solvent: CCOC(=O)C (AcOEt), C(C)(=O)O (acetic acid). Conditions: time 5 hour. The product is ClC1=NC(=C2N=CN(C2=N1)C1CCCC1)NCCNCC1=CC=C(C(=O)OC)C=C1 (methyl 4-[[[2-[(2-chloro-9-cyclopentyl-9H-purin-6-yl)-amino]-ethyl]-amino]-methyl]-benzoate). The yield is 60.8%. Reaction SMILES: [NH2:1][CH2:2][CH2:3][NH:4][C:5]1[N:13]=[C:12]([Cl:14])[N:11]=[C:10]2[C:6]=1[N:7]=[CH:8][N:9]2[CH:15]1[CH2:19][CH2:18][CH2:17][CH2:16]1.CO.[CH:22]([C:24]1[CH:33]=[CH:32][C:27]([C:28]([O:30][CH3:31])=[O:29])=[CH:26][CH:25]=1)=O.[BH3-]C#N.[Na+]>CCOC(C)=O.C(O)(=O)C>[Cl:14][C:12]1[N:11]=[C:10]2[C:6]([N:7]=[CH:8][N:9]2[CH:15]2[CH2:19][CH2:18][CH2:17][CH2:16]2)=[C:5]([NH:4][CH2:3][CH2:2][NH:1][CH2:22][C:24]2[CH:33]=[CH:32][C:27]([C:28]([O:30][CH3:31])=[O:29])=[CH:26][CH:25]=2)[N:13]=1 |f:3.4|. Procedure details: The operation is carried out as in Stage 2 of Example 7 starting from 280 mg of the product obtained in Stage 1 of Example 7, 4 ml of methanol, 230 mg of methyl 4-formylbenzoate in place of the benzaldehyde and 0.2 ml of acetic acid then the reaction medium is agitated at ambient temperature for 5 hours. Then 100 mg of NaBH3CN is added and the reaction medium is agitated at ambient temperature for approximately 1 hour. 10 ml AcOEt is added, followed by washing with 2×5 ml H2O, then 5 ml of a sat... The reactants are [N+](=O)([O-])C=1C=C2C(C(=O)NC2=O)=CC1 (4-nitrophthalimide), C1(=CC=CC=C1)P(C1=CC=CC=C1)C1=CC=CC=C1 (triphenylphosphine), C(C)(C)O (iso-propanol), CC(C)OC(=O)/N=N/C(=O)OC(C)C (diisopropylazodicarboxylate). Solvent: C(C)(=O)OCC (ethyl acetate), O (Water), C1CCOC1 (THF). Conditions: time 16 hour. Yields the product C(C)(C)N1C(C2=CC=C(C=C2C1=O)[N+](=O)[O-])=O (2-Isopropyl-5-nitro-isoindole-1,3-dione). The yield is 52.1%. Reaction SMILES: [N+:1]([C:4]1[CH:5]=[C:6]2[C:11](=[O:12])[NH:10][C:8](=[O:9])[C:7]2=[CH:13][CH:14]=1)([O-:3])=[O:2].[C:15]1(P(C2C=CC=CC=2)C2C=CC=CC=2)[CH:20]=CC=C[CH:16]=1.C(O)(C)C.CC(OC(/N=N/C(OC(C)C)=O)=O)C>C1COCC1.C(OCC)(=O)C.O>[CH:15]([N:10]1[C:11](=[O:12])[C:6]2[C:7](=[CH:13][CH:14]=[C:4]([N+:1]([O-:3])=[O:2])[CH:5]=2)[C:8]1=[O:9])([CH3:20])[CH3:16]. Procedure: To a stirred solution of 4-nitrophthalimide (2.0 g, 10.41 mmol), triphenylphosphine (11.45 mmol, 2.99 g) and iso-propanol (11.45 mmol, 0.73 ml) in anhydrous THF (40 ml) was added diisopropylazodicarboxylate (2.37 g, 11.45 mmol) and the reaction stirred for 16 hrs at room temperature. Water and ethyl acetate were added and the organic phase separated, washed with brine, then dried (MgSO4) and evaporated in vacuo. The crude residue was purified by flash column chromatography (30% ethyl acetate in ... Starting materials: NC(=O)CBr, Cl, FC(F)(F)c1cc(COC2CCNCC2c2ccccc2)cc(C(F)(F)F)c1. Product: NC(=O)CN1CCC(OCc2cc(C(F)(F)F)cc(C(F)(F)F)c2)C(c2ccccc2)C1. RXN SMILES: [Br:30][CH2:31][C:32](=[O:33])[NH2:34].[ClH:1].[F:2][C:3]([c:4]1[cH:5][c:6]([CH2:7][O:8][CH:9]2[CH:10]([c:15]3[cH:16][cH:17][cH:18][cH:19][cH:20]3)[CH2:11][NH:12][CH2:13][CH2:14]2)[cH:21][c:22]([C:24]([F:25])([F:26])[F:27])[cH:23]1)([F:28])[F:29]>>[F:2][C:3]([c:4]1[cH:5][c:6]([CH2:7][O:8][CH:9]2[CH:10]([c:15]3[cH:16][cH:17][cH:18][cH:19][cH:20]3)[CH2:11][N:12]([CH2:31][C:32](=[O:33])[NH2:34])[CH2:13][CH2:14]2)[cH:21][c:22]([C:24]([F:25])([F:26])[F:27])[cH:23]1)([F:28])[F:29]. RXN SMILES: [F:1][C:2]1[C:3]([F:12])=[CH:4][C:5]2[S:9][C:8]([NH2:10])=[N:7][C:6]=2[CH:11]=1.[CH3:13][O:14][CH2:15][CH2:16][Br:17]>>[BrH:17].[F:1][C:2]1[C:3]([F:12])=[CH:4][C:5]2[S:9][C:8](=[NH:10])[N:7]([CH2:16][CH2:15][O:14][CH3:13])[C:6]=2[CH:11]=1 |f:2.3|. Reactants: FC=1C(=CC2=C(N=C(S2)N)C1)F (5,6-difluoro-benzothiazol-2-ylamine), COCCBr (2-bromoethyl methyl ether). The product is Br.FC=1C(=CC2=C(N(C(S2)=N)CCOC)C1)F (5,6-Difluoro-3-(2-methoxyethyl)-3H-benzothiazol-2-ylidene amine hydrobromide). Reported procedure: Commercially available 5,6-difluoro-benzothiazol-2-ylamine and 2-bromoethyl methyl ether were processed as described for Example 46A to afford the title compound. MS (ESI+) m/z 245 (M+H)+. The reactants are Cc1ncc(C)n2nc(C=Cc3cn4c(n3)-c3ccccc3C4)nc12, CO. The product is Cc1ncc(C)n2nc(CCc3cn4c(n3)-c3ccccc3C4)nc12. Reaction SMILES: [CH3:1][c:2]1[cH:3][n:4][c:5]([CH3:25])[c:6]2[n:7]1[n:8][c:9]([CH:11]=[CH:12][c:13]1[n:14][c:15]3[n:16]([cH:24]1)[CH2:17][c:18]1[cH:19][cH:20][cH:21][cH:22][c:23]1-3)[n:10]2.[CH3:26][OH:27]>>[CH3:1][c:2]1[cH:3][n:4][c:5]([CH3:25])[c:6]2[n:7]1[n:8][c:9]([CH2:11][CH2:12][c:13]1[n:14][c:15]3[n:16]([cH:24]1)[CH2:17][c:18]1[cH:19][cH:20][cH:21][cH:22][c:23]1-3)[n:10]2. Yields the product Cc1ccc(C2=CCC(C)(C)c3cc([Se]C#Cc4ccc(C(=O)O)cc4)ccc32)cc1. As a reaction SMILES: [CH3:1][C:2]1([CH3:32])[CH2:3][CH:4]=[C:5]([c:25]2[cH:26][cH:27][c:28]([CH3:31])[cH:29][cH:30]2)[c:6]2[cH:7][cH:8][c:9]([Se:12][C:13]#[C:14][c:15]3[cH:16][cH:17][c:18]([C:19](=[O:20])[O:21][CH3:22])[cH:23][cH:24]3)[cH:10][c:11]21.[CH3:33][CH2:34][OH:35].[ClH:39].[Li+:38].[O:40]1[CH2:41][CH2:42][CH2:43][CH2:44]1.[OH-:37].[OH2:36].[OH2:45]>>[CH3:1][C:2]1([CH3:32])[CH2:3][CH:4]=[C:5]([c:25]2[cH:26][cH:27][c:28]([CH3:31])[cH:29][cH:30]2)[c:6]2[cH:7][cH:8][c:9]([Se:12][C:13]#[C:14][c:15]3[cH:16][cH:17][c:18]([C:19](=[O:20])[OH:21])[cH:23][cH:24]3)[cH:10][c:11]21. Starting materials: COC(=O)c1ccc(C#C[Se]c2ccc3c(c2)C(C)(C)CC=C3c2ccc(C)cc2)cc1, CCO, Cl, [Li+], C1CCOC1, [OH-], O, O.